The task is: describe an organic reaction: reactants, conditions, products, and yield. This data is from the Open Reaction Database (ORD), a public repository of structured organic reaction records. The reactants are [Br-], C[Mg+], CCOCC, O=Cc1cc(Cl)cc2c1OCCO2. Product: CC(O)c1cc(Cl)cc2c1OCCO2. Reaction SMILES: [Br-:14].[CH3:15][Mg+:16].[CH3:17][CH2:18][O:19][CH2:20][CH3:21].[Cl:1][c:2]1[cH:3][c:4]([CH:12]=[O:13])[c:5]2[c:6]([cH:11]1)[O:7][CH2:8][CH2:9][O:10]2>>[Cl:1][c:2]1[cH:3][c:4]([CH:12]([OH:13])[CH3:15])[c:5]2[c:6]([cH:11]1)[O:7][CH2:8][CH2:9][O:10]2. Starting materials: O=C1CCC(=O)N1Br, O=C(OOC(=O)c1ccccc1)c1ccccc1, ClC(Cl)(Cl)Cl, Cc1cccc(-c2csc(Cl)n2)c1, ClCCCl. Product: Clc1nc(-c2cccc(CBr)c2)cs1. As a reaction SMILES: [Br:14][N:15]1[C:16](=[O:17])[CH2:18][CH2:19][C:20]1=[O:21].[C:22]([O:23][O:24][C:25](=[O:26])[c:27]1[cH:28][cH:29][cH:30][cH:31][cH:32]1)(=[O:33])[c:34]1[cH:35][cH:36][cH:37][cH:38][cH:39]1.[C:40]([Cl:41])([Cl:42])([Cl:43])[Cl:44].[Cl:1][c:2]1[s:3][cH:4][c:5](-[c:7]2[cH:8][c:9]([CH3:13])[cH:10][cH:11][cH:12]2)[n:6]1.[Cl:45][CH2:46][CH2:47][Cl:48]>>[Cl:1][c:2]1[s:3][cH:4][c:5](-[c:7]2[cH:8][c:9]([CH2:13][Br:14])[cH:10][cH:11][cH:12]2)[n:6]1. Reactants: ClC=1C=C(CSC=2C=C(C(=NC2)OC)OC)C=CC1 (5-(3-chlorobenzylthio)-2,3-dimethoxypyridine), ClC=1C=C(CSC=2C=C(C(=NC2)OC)OC)C=CC1 (5-(3-chlorobenzylthio)-2,3-dimethoxypyridine), BrCC1=CC(=CC(=C1)F)Cl (1-(bromomethyl)-3-chloro-5-fluorobenzene). Product: ClC=1C=C(CSC=2C=C(C(=NC2)OC)OC)C=C(C1)F (5-[(3-Chloro-5-fluorobenzyl)sulfanyl]-2,3-dimethoxypyridine). As a reaction SMILES: [Cl:1][C:2]1[CH:3]=[C:4]([CH:17]=[CH:18][CH:19]=1)[CH2:5][S:6][C:7]1[CH:8]=[C:9]([O:15][CH3:16])[C:10]([O:13][CH3:14])=[N:11][CH:12]=1.BrCC1C=C([F:28])C=C(Cl)C=1>>[Cl:1][C:2]1[CH:3]=[C:4]([CH:17]=[C:18]([F:28])[CH:19]=1)[CH2:5][S:6][C:7]1[CH:8]=[C:9]([O:15][CH3:16])[C:10]([O:13][CH3:14])=[N:11][CH:12]=1. Procedure details: Prepared as described for 5-(3-chlorobenzylthio)-2,3-dimethoxypyridine (Intermediate 8) but using 1-(bromomethyl)-3-chloro-5-fluorobenzene instead of 1-(bromomethyl)-3-chlorobenzene. The reactants are FC1=C(C=O)C=CC(=C1)C(F)(F)F (2-fluoro-4-(trifluoromethyl)benzaldehyde), N1CCOCC1 (morpholine), C([O-])([O-])=O.[K+].[K+] (potassium carbonate), CS(=O)C (dimethyl sulfoxide). Run in O (H2O). Reaction conditions: temperature 100 celsius, time 8 hour. Product: N1(CCOCC1)C1=C(C=O)C=CC(=C1)C(F)(F)F (2-(morpholin-4-yl)-4-(trifluoromethyl)benzaldehyde). Yield: 41.3%. RXN SMILES: F[C:2]1[CH:9]=[C:8]([C:10]([F:13])([F:12])[F:11])[CH:7]=[CH:6][C:3]=1[CH:4]=[O:5].[NH:14]1[CH2:19][CH2:18][O:17][CH2:16][CH2:15]1.C(=O)([O-])[O-].[K+].[K+].CS(C)=O>O>[N:14]1([C:2]2[CH:9]=[C:8]([C:10]([F:13])([F:12])[F:11])[CH:7]=[CH:6][C:3]=2[CH:4]=[O:5])[CH2:19][CH2:18][O:17][CH2:16][CH2:15]1 |f:2.3.4|. Reported procedure: A 100 mL round-bottom flask was charged with 2-fluoro-4-(trifluoromethyl)benzaldehyde (1.90 g, 9.89 mmol, 1.00 equiv), morpholine (1.30 g, 14.9 mmol, 1.51 equiv), potassium carbonate (3.45 g, 25.0 mmol, 2.52 equiv), and dimethyl sulfoxide (20 mL). The resulting solution was stirred overnight at 100° C. in an oil bath and diluted with H2O (30 mL). The resulting solution was extracted with dichloromethane (2×20 mL) and the organic layers were combined, washed with H2O (3×20 mL), dried over anhydro... The reactants are CCOCC, CCCCCC, C[Si](C)(C)C=[N+]=[N-], CO, CC(C)(CCO)C(=O)O. Product: COC(=O)C(C)(C)CCO. RXN SMILES: [CH2:23]([O:24][CH2:25][CH3:26])[CH3:27].[CH3:10][CH2:11][CH2:12][CH2:13][CH2:14][CH3:15].[CH3:16][Si:17]([CH:18]=[N+:19]=[N-:20])([CH3:21])[CH3:22].[CH3:28][OH:29].[OH:1][CH2:2][CH2:3][C:4]([C:5](=[O:6])[OH:7])([CH3:8])[CH3:9]>>[OH:1][CH2:2][CH2:3][C:4]([C:5]([O:6][CH3:10])=[O:7])([CH3:8])[CH3:9].